From a dataset of the Open Reaction Database (ORD), a public repository of structured organic reaction records. describe an organic reaction: reactants, conditions, products, and yield Reactants: C(C)OCC (diethyl ether), C(C=C)(=O)N (acrylamide). Run in C(C)O (ethanol). The product is C(CO)C#N (ethylene cyanohydrin), C(CC)#N (propionitrile). As a reaction SMILES: C([O:3][CH2:4][CH3:5])C.[C:6]([NH2:10])(=O)[CH:7]=[CH2:8]>C(O)C>[CH2:5]([C:6]#[N:10])[CH2:4][OH:3].[C:6](#[N:10])[CH2:7][CH3:8]. Reported procedure: After the reaction, the catalyst was filtered off and the filtrate was evaporated to yield 0.85 g. of a white crystalline product. The product was dissolved into a mixture of diethyl ether and ethanol and recrystallized therefrom to obtain a white crystalline product having a melting point of 84.5°-85° C. This product was identified as acrylamide, as the result of gas chromatographic analysis, elementary analysis, IR analysis and NMR analysis. Very small amounts of ethylene cyanohydrin and propi... Reactants: ( c ), FC1=CC2=C(C(CC3=C(C2)C=C(C=C3)OCCCNC3=NC=CC=C3)CC(=O)OCC)C=C1 (ethyl (±)-10,11-dihydro-7-fluoro-3-[3-(pyridin-2-ylamino)-1-propyloxy]-5H-dibenzo[a,d]cycloheptene-10 -acetate), N1=C(C=CC=C1)NCCCOC=1C=CC2=C(CC3=C([C@H](C2)CC(=O)OCC)C=CC=C3)C1 (ethyl (R)-10,11-dihydro-3-[3-(pyridin-2-ylamino)-1-propyloxy]-5H-dibenzo[a,d]cycloheptene-10-acetate). Product: FC1=CC2=C(C(CC3=C(C2)C=C(C=C3)OCCCNC3=NC=CC=C3)CC(=O)O)C=C1 ((±)-10,11-Dihydro-7-fluoro-3-[3-(pyridin-2-ylamino)-1-propyloxy]-5H-dibenzo[a,d]cycloheptene-10-acetic acid). Reaction SMILES: [F:1][C:2]1[CH:33]=[CH:32][C:5]2[CH:6]([CH2:26][C:27]([O:29]CC)=[O:28])[CH2:7][C:8]3[CH:14]=[CH:13][C:12]([O:15][CH2:16][CH2:17][CH2:18][NH:19][C:20]4[CH:25]=[CH:24][CH:23]=[CH:22][N:21]=4)=[CH:11][C:9]=3[CH2:10][C:4]=2[CH:3]=1.N1C=CC=CC=1NCCCOC1C=CC2C[C@H](CC(OCC)=O)C3C=CC=CC=3CC=2C=1>>[F:1][C:2]1[CH:33]=[CH:32][C:5]2[CH:6]([CH2:26][C:27]([OH:29])=[O:28])[CH2:7][C:8]3[CH:14]=[CH:13][C:12]([O:15][CH2:16][CH2:17][CH2:18][NH:19][C:20]4[CH:25]=[CH:24][CH:23]=[CH:22][N:21]=4)=[CH:11][C:9]=3[CH2:10][C:4]=2[CH:3]=1. Procedure: According to the procedure of Example 6 (c), except substituting ethyl (±)-10,11-dihydro-7-fluoro-3-[3-(pyridin-2-ylamino)-1-propyloxy]-5H-dibenzo[a,d]cycloheptene-10 -acetate for the ethyl (R)-10,11-dihydro-3-[3-(pyridin-2-ylamino)-1-propyloxy]-5H-dibenzo[a,d]cycloheptene-10-acetate, the title compound was obtained: MS (ES) m/e 421.1 (M+H)+. Anal. Calcd for C25H25FN2O3.0.5 H2O: C, 69.99; H, 6.10; N, 6.52. Found: C, 69.86; H, 5.90; N, 6.35. Reactants: [Cl-].[NH4+] (ammonium chloride), C(CCC)[Li] (butyllithium), BrC1=C(N)C(=C(C(=C1)F)Cl)F (2-bromo-5-chloro-4,6-difluoroaniline), CN(C=O)C (dimethylformamide). The solvent is O1CCCC1 (tetrahydrofuran). Run at temperature -75 celsius, time 3 hour. The product is NC1=C(C=O)C=C(C(=C1F)Cl)F (2-amino-4-chloro-3,5-difluorobenzaldehyde). Reaction SMILES: C([Li])CCC.Br[C:7]1[CH:13]=[C:12]([F:14])[C:11]([Cl:15])=[C:10]([F:16])[C:8]=1[NH2:9].CN(C)[CH:19]=[O:20].[Cl-].[NH4+]>O1CCCC1>[NH2:9][C:8]1[C:10]([F:16])=[C:11]([Cl:15])[C:12]([F:14])=[CH:13][C:7]=1[CH:19]=[O:20] |f:3.4|. Reported procedure: 66 cm3 of a 2 N butyllithium solution (in hexane) was added dropwise over 30 minutes to a stirred solution of 13.4 g of 2-bromo-5-chloro-4,6-difluoroaniline in 150 cm3 of anhydrous tetrahydrofuran (THF) cooled to a temperature in the region of −75° C. After stirring for 1 hour at this temperature, 12.8 cm3 of dimethylformamide was added. After the addition, the mixture was again stirred for 3 hours at a temperature in the region of −70° C. The mixture was brought to a temperature in the region o... Reactants: [BH4-], CCO, NCCO, [Na+], O=C1CCOCC1, O. Yields the product OCCNC1CCOCC1. Reaction SMILES: [BH4-:12].[CH3:15][CH2:16][OH:17].[NH2:1][CH2:2][CH2:3][OH:4].[Na+:13].[O:5]1[CH2:6][CH2:7][C:8](=[O:11])[CH2:9][CH2:10]1.[OH2:14]>>[NH:1]([CH2:2][CH2:3][OH:4])[CH:8]1[CH2:7][CH2:6][O:5][CH2:10][CH2:9]1. Starting materials: Fc1cc(Br)ccc1CBr, O=C([O-])[O-], CO, [K+], [K+], CN(C)C=O, O, COc1cc(C(C)=O)ccc1O. The product is COc1cc(C(C)=O)ccc1OCc1ccc(Br)cc1F. RXN SMILES: [Br:24][c:25]1[cH:26][c:27]([F:33])[c:28]([CH2:31][Br:32])[cH:29][cH:30]1.[C:13](=[O:14])([O-:15])[O-:16].[CH3:35][OH:36].[K+:17].[K+:18].[O:19]=[CH:20][N:21]([CH3:22])[CH3:23].[OH2:34].[OH:1][c:2]1[c:3]([O:11][CH3:12])[cH:4][c:5]([C:8]([CH3:9])=[O:10])[cH:6][cH:7]1>>[O:1]([c:2]1[c:3]([O:11][CH3:12])[cH:4][c:5]([C:8]([CH3:9])=[O:10])[cH:6][cH:7]1)[CH2:31][c:28]1[c:27]([F:33])[cH:26][c:25]([Br:24])[cH:30][cH:29]1.